From a dataset of the Open Reaction Database (ORD), a public repository of structured organic reaction records. describe an organic reaction: reactants, conditions, products, and yield Reactants: CN1C(C=CC(=C1)C(C[C@@H](C1=C(C=CC=C1)C)C1=CC=C(C=C1)S(=O)(=O)C)=O)=O ((R)-1-methyl-5-(3-(4-(methylsulfonyl)phenyl)-3-o-tolylpropanoyl)pyridin-2(1H)-one), Cl.NO (hydroxylamine hydrochloride), C(O)([O-])=O.[Na+] (sodium hydrogencarbonate). Run in C(C)O (ethanol), O (water), C(C)(=O)OCC (ethyl acetate). Conditions: temperature 120 celsius. Product: O\N=C(/C[C@H](C1=C(C=CC=C1)C)C1=CC=C(C=C1)S(=O)(=O)C)\C=1C=CC(N(C1)C)=O (5-[(S)-1-[(E)-Hydroxyimino]-3-(4-methanesulfonyl-phenyl)-3-o-tolyl-propyl]-1-methyl-1H-pyridin-2-one). Yield: 97.1%. As a reaction SMILES: [CH3:1][N:2]1[CH:7]=[C:6]([C:8](=O)[CH2:9][C@H:10]([C:18]2[CH:23]=[CH:22][C:21]([S:24]([CH3:27])(=[O:26])=[O:25])=[CH:20][CH:19]=2)[C:11]2[CH:16]=[CH:15][CH:14]=[CH:13][C:12]=2[CH3:17])[CH:5]=[CH:4][C:3]1=[O:29].Cl.[NH2:31][OH:32].C(=O)([O-])O.[Na+]>C(O)C.O.C(OCC)(=O)C>[OH:32]/[N:31]=[C:8](/[C:6]1[CH:5]=[CH:4][C:3](=[O:29])[N:2]([CH3:1])[CH:7]=1)\[CH2:9][C@@H:10]([C:18]1[CH:19]=[CH:20][C:21]([S:24]([CH3:27])(=[O:26])=[O:25])=[CH:22][CH:23]=1)[C:11]1[CH:16]=[CH:15][CH:14]=[CH:13][C:12]=1[CH3:17] |f:1.2,3.4|. Procedure: To a microwave vial was added (R)-1-methyl-5-(3-(4-(methylsulfonyl)phenyl)-3-o-tolylpropanoyl)pyridin-2(1H)-one (168 mg, 410 μmol), hydroxylamine hydrochloride (85.5 mg, 1.23 mmol) and sodium hydrogencarbonate (103 mg, 1.23 mmol) in ethanol (3 mL) and water (0.2 mL). The vial was capped and heated at 120° C. for 15 min. The reaction mixture was diluted with ethyl acetate and poured onto water. The organic layer was washed with brine, dried over magnesium sulfate and evaporated to afforded the ti... Reactants: F[B-](F)(F)F, CC(C)(C)OC(=O)NC1CCC(C(=O)O)CC1, CC(C)N1CCNCC1, CN(C)C=O, CN(C)C(On1nnc2ccccc21)=[N+](C)C. Product: CC(C)N1CCN(C(=O)C2CCC(NC(=O)OC(C)(C)C)CC2)CC1. As a reaction SMILES: [B-:27]([F:28])([F:29])([F:30])[F:31].[C:1]([CH3:2])([CH3:3])([CH3:4])[O:5][C:6](=[O:7])[NH:8][CH:9]1[CH2:10][CH2:11][CH:12]([C:15](=[O:16])[OH:17])[CH2:13][CH2:14]1.[CH3:18][CH:19]([CH3:20])[N:21]1[CH2:22][CH2:23][NH:24][CH2:25][CH2:26]1.[O:49]=[CH:50][N:51]([CH3:52])[CH3:53].[n:32]1([O:33][C:34]([N:35]([CH3:36])[CH3:37])=[N+:38]([CH3:39])[CH3:40])[c:41]2[cH:42][cH:43][cH:44][cH:45][c:46]2[n:47][n:48]1>>[C:1]([CH3:2])([CH3:3])([CH3:4])[O:5][C:6](=[O:7])[NH:8][CH:9]1[CH2:10][CH2:11][CH:12]([C:15](=[O:17])[N:24]2[CH2:23][CH2:22][N:21]([CH:19]([CH3:18])[CH3:20])[CH2:26][CH2:25]2)[CH2:13][CH2:14]1. Reactants: CC(=O)O, O=C1CCC(=O)N1I, CSc1cc(-c2ccco2)nc(N)n1. Product: CSc1nc(N)nc(-c2ccco2)c1I. As a reaction SMILES: [CH3:23][C:24](=[O:25])[OH:26].[I:15][N:16]1[C:17](=[O:18])[CH2:19][CH2:20][C:21]1=[O:22].[o:1]1[c:2](-[c:6]2[n:7][c:8]([NH2:14])[n:9][c:10]([S:12][CH3:13])[cH:11]2)[cH:3][cH:4][cH:5]1>>[o:1]1[c:2](-[c:6]2[n:7][c:8]([NH2:14])[n:9][c:10]([S:12][CH3:13])[c:11]2[I:15])[cH:3][cH:4][cH:5]1.